describe an organic reaction: reactants, conditions, products, and yield From a dataset of the Open Reaction Database (ORD), a public repository of structured organic reaction records. As a reaction SMILES: [CH2:1]([CH3:2])[O:3][C:4]([CH:5]([CH2:6][c:7]1[cH:8][cH:9][c:10]([O:13][CH2:14][CH:15]=[CH:16][c:17]2[n:18][c:19]3[cH:20][cH:21][cH:22][cH:23][c:24]3[cH:25][cH:26]2)[cH:11][cH:12]1)[O:27][CH2:28][CH3:29])=[O:30].[CH3:33][CH2:34][OH:35].[Na+:32].[OH-:31]>>[O:3]=[C:4]([CH:5]([CH2:6][c:7]1[cH:8][cH:9][c:10]([O:13][CH2:14][CH:15]=[CH:16][c:17]2[n:18][c:19]3[cH:20][cH:21][cH:22][cH:23][c:24]3[cH:25][cH:26]2)[cH:11][cH:12]1)[O:27][CH2:28][CH3:29])[OH:30]. Reactants: CCOC(=O)C(Cc1ccc(OCC=Cc2ccc3ccccc3n2)cc1)OCC, CCO, [Na+], [OH-]. Product: CCOC(Cc1ccc(OCC=Cc2ccc3ccccc3n2)cc1)C(=O)O. Reactants: C(C)(=O)C=1NC(=C(N1)C)C=1C(=CC(=C(C(=O)OC)C1)C)C (methyl 5-(2-acetyl-4-methyl-1H-imidazol-5-yl)-2,4-dimethylbenzoate), C(C)(=O)C=1NC(=C(N1)C)C=1C(=CC(=C(C(=O)OC)C1)C)C (methyl 5-(2-acetyl-4-methyl-1H-imidazol-5-yl)-2,4-dimethylbenzoate), [BH4-].[Na+] (NaBH4). Run in CO (methanol). Conditions: time 1 hour. Product: OC(C)C=1NC(=C(N1)C)C=1C(=CC(=C(C(=O)OC)C1)C)C (Methyl 5-(2-(1-hydroxyethyl)-4-methyl-1H-imidazol-5-yl)-2,4-dimethylbenzoate). As a reaction SMILES: [C:1]([C:4]1[NH:5][C:6]([C:10]2[C:11]([CH3:21])=[CH:12][C:13]([CH3:20])=[C:14]([CH:19]=2)[C:15]([O:17][CH3:18])=[O:16])=[C:7]([CH3:9])[N:8]=1)(=[O:3])[CH3:2].[BH4-].[Na+]>CO>[OH:3][CH:1]([C:4]1[NH:5][C:6]([C:10]2[C:11]([CH3:21])=[CH:12][C:13]([CH3:20])=[C:14]([CH:19]=2)[C:15]([O:17][CH3:18])=[O:16])=[C:7]([CH3:9])[N:8]=1)[CH3:2] |f:1.2|. Procedure details: Into a 100-mL round-bottom flask, was placed a solution of methyl 5-(2-acetyl-4-methyl-1H-imidazol-5-yl)-2,4-dimethylbenzoate (compound 198.2, 300 mg, 1.10 mmol) in methanol (30 mL). This was followed by the addition of NaBH4 (84 mg, 2.22 mmol) in portions at 0° C. The resulting solution was stirred for 1 h at room temperature, then carefully quenched with 1 mL of aqueous hydrogen chloride (2 M). The resulting mixture was concentrated under reduced pressure. This resulted in 330 mg (crude) of th... Starting materials: CCO, COC(=O)C=Cc1ccc(-c2ccc(C)cc2)o1, Cl, [Na+], C1CCOC1, [OH-]. Product: Cc1ccc(-c2ccc(C=CC(=O)O)o2)cc1. As a reaction SMILES: [CH2:22]([OH:23])[CH3:24].[CH3:1][c:2]1[cH:3][cH:4][c:5](-[c:8]2[cH:9][cH:10][c:11]([CH:13]=[CH:14][C:15](=[O:16])[O:17][CH3:18])[o:12]2)[cH:6][cH:7]1.[ClH:21].[Na+:20].[O:25]1[CH2:26][CH2:27][CH2:28][CH2:29]1.[OH-:19]>>[CH3:1][c:2]1[cH:3][cH:4][c:5](-[c:8]2[cH:9][cH:10][c:11]([CH:13]=[CH:14][C:15](=[O:16])[OH:17])[o:12]2)[cH:6][cH:7]1. Reactants: C(C)OC([C@@H](N(C1=CC=C(C=C1)CC=1NC=CN1)C=O)C)=O (N-formyl-N-[p-(1-imidazolylmethyl)phenyl]alanine ethyl ester), Cl (hydrochloric acid). The solvent is C(C)O (ethanol). Yields the product Cl.Cl.C(C)OC([C@@H](NC1=CC=C(C=C1)CC=1NC=CN1)C)=O (N-[p-(1-imidazolylmethyl)phenyl]alanine ethyl ester dihydrochloride). Reaction SMILES: [CH2:1]([O:3][C:4](=[O:22])[C@H:5]([CH3:21])[N:6](C=O)[C:7]1[CH:12]=[CH:11][C:10]([CH2:13][C:14]2[NH:15][CH:16]=[CH:17][N:18]=2)=[CH:9][CH:8]=1)[CH3:2].[ClH:23]>C(O)C>[ClH:23].[ClH:23].[CH2:1]([O:3][C:4](=[O:22])[C@H:5]([CH3:21])[NH:6][C:7]1[CH:8]=[CH:9][C:10]([CH2:13][C:14]2[NH:15][CH:16]=[CH:17][N:18]=2)=[CH:11][CH:12]=1)[CH3:2] |f:3.4.5|. Procedure details: In a 200 ml round-bottom flask is placed a solution of 8.0 g of p-(1-imidazolylmethyl)aniline prepared as described in Reference Example 3, and 30 ml of formic acid in 80 ml of toluene. The flask was fitted with a water separator, and the solution was refluxed for 4 hours. After concentration under reduced pressure, the residual solid was recrystallized from ethanol-diethyl ether to give 6.4 g of p-(1-imidazolylmethyl)-N-formylaniline as colorless prisms. M.P.: 121°-123° C. To a suspension of 0.... Starting materials: CN(C)C=O, [H-], [Na+], O, Cc1ccc(S(=O)(=O)Cl)cc1, O=Cc1ccc2[nH]ccc2c1. The product is Cc1ccc(S(=O)(=O)n2ccc3cc(C=O)ccc32)cc1. Reaction SMILES: [CH3:26][N:27]([CH3:28])[CH:29]=[O:30].[H-:12].[Na+:13].[OH2:25].[c:14]1([CH3:24])[cH:15][cH:16][c:17]([S:20](=[O:21])(=[O:22])[Cl:23])[cH:18][cH:19]1.[nH:1]1[cH:2][cH:3][c:4]2[cH:5][c:6]([CH:10]=[O:11])[cH:7][cH:8][c:9]12>>[n:1]1([S:20]([c:17]2[cH:16][cH:15][c:14]([CH3:24])[cH:19][cH:18]2)(=[O:21])=[O:22])[cH:2][cH:3][c:4]2[cH:5][c:6]([CH:10]=[O:11])[cH:7][cH:8][c:9]12. Starting materials: CC=C(C)C, CC#N, CC(C)(C)O, [O-][Cl+][O-], COCCCOc1cc(C=O)c(Cl)cc1OC, ClCCl, [Na+], [Na+], O=C([O-])O, O. Yields the product COCCCOc1cc(C(=O)O)c(Cl)cc1OC. RXN SMILES: [CH3:18][C:19](=[CH:20][CH3:21])[CH3:22].[CH3:33][C:34]#[N:35].[CH3:36][C:37]([OH:38])([CH3:39])[CH3:40].[Cl+:23]([O-:24])[O-:25].[Cl:1][c:2]1[c:3]([CH:4]=[O:5])[cH:6][c:7]([O:12][CH2:13][CH2:14][CH2:15][O:16][CH3:17])[c:8]([O:10][CH3:11])[cH:9]1.[Cl:41][CH2:42][Cl:43].[Na+:26].[Na+:31].[O-:27][C:28]([OH:29])=[O:30].[OH2:32]>>[Cl:1][c:2]1[c:3]([C:4](=[O:5])[OH:24])[cH:6][c:7]([O:12][CH2:13][CH2:14][CH2:15][O:16][CH3:17])[c:8]([O:10][CH3:11])[cH:9]1. The product is CCOC(=O)C1NCCc2nc(CC)n(Cc3ccc(-c4ccccc4-c4nnnn4C(c4ccccc4)(c4ccccc4)c4ccccc4)cc3)c21. Reactants: CCOC(=O)C=O, CCc1nc(CCN)cn1Cc1ccc(-c2ccccc2-c2nnnn2C(c2ccccc2)(c2ccccc2)c2ccccc2)cc1, C1CCOC1, O. As a reaction SMILES: [C:49]([CH:50]=[O:51])(=[O:52])[O:53][CH2:54][CH3:55].[CH2:1]([CH3:2])[c:3]1[n:4]([CH2:11][c:12]2[cH:13][cH:14][c:15](-[c:18]3[c:19](-[c:24]4[n:25][n:26][n:27][n:28]4[C:29]([c:30]4[cH:31][cH:32][cH:33][cH:34][cH:35]4)([c:36]4[cH:37][cH:38][cH:39][cH:40][cH:41]4)[c:42]4[cH:43][cH:44][cH:45][cH:46][cH:47]4)[cH:20][cH:21][cH:22][cH:23]3)[cH:16][cH:17]2)[cH:5][c:6]([CH2:8][CH2:9][NH2:10])[n:7]1.[O:56]1[CH2:57][CH2:58][CH2:59][CH2:60]1.[OH2:48]>>[CH2:1]([CH3:2])[c:3]1[n:4]([CH2:11][c:12]2[cH:13][cH:14][c:15](-[c:18]3[c:19](-[c:24]4[n:25][n:26][n:27][n:28]4[C:29]([c:30]4[cH:31][cH:32][cH:33][cH:34][cH:35]4)([c:36]4[cH:37][cH:38][cH:39][cH:40][cH:41]4)[c:42]4[cH:43][cH:44][cH:45][cH:46][cH:47]4)[cH:20][cH:21][cH:22][cH:23]3)[cH:16][cH:17]2)[c:5]2[c:6]([n:7]1)[CH2:8][CH2:9][NH:10][CH:50]2[C:49](=[O:52])[O:53][CH2:54][CH3:55]. RXN SMILES: [ClH:1].CN(C)CCCN=C=NCC.ON1C2C=CC=CC=2N=N1.Cl.Cl.Cl.[CH3:26][NH:27][CH2:28][CH2:29][N:30]([CH2:46][C:47]1[CH:52]=[CH:51][N:50]=[CH:49][CH:48]=1)[CH2:31][CH2:32][CH2:33][O:34][C:35]1[CH:36]=[C:37]2[C:42](=[CH:43][CH:44]=1)[C:41](=[O:45])[NH:40][CH2:39][CH2:38]2.[O:53]1[C:57]2[C:58]([C:62](O)=[O:63])=[CH:59][CH:60]=[CH:61][C:56]=2[CH2:55][CH2:54]1.C(OC(=O)C)C.Cl>C(OCC)(=O)C.O.CN(C=O)C>[ClH:1].[ClH:1].[CH3:26][N:27]([CH2:28][CH2:29][N:30]([CH2:31][CH2:32][CH2:33][O:34][C:35]1[CH:36]=[C:37]2[C:42](=[CH:43][CH:44]=1)[C:41](=[O:45])[NH:40][CH2:39][CH2:38]2)[CH2:46][C:47]1[CH:48]=[CH:49][N:50]=[CH:51][CH:52]=1)[C:62]([C:58]1[C:57]2[O:53][CH2:54][CH2:55][C:56]=2[CH:61]=[CH:60][CH:59]=1)=[O:63] |f:0.1,3.4.5.6,8.9,13.14.15|. Yield: 74.6%. The reactants are C(C)OC(C)=O.Cl (hydrogen chloride ethyl acetate), Cl.CN(CCCN=C=NCC)C (1-(3-Dimethylaminopropyl)-3-ethylcarbodiimide hydrochloride), ON1N=NC2=C1C=CC=C2 (1-hydroxy benzotriazole), Cl.Cl.Cl.CNCCN(CCCOC=1C=C2CCNC(C2=CC1)=O)CC1=CC=NC=C1 (6-{3-[(2-methylaminoethyl)pyridin-4-ylmethylamino]propoxy}-3,4-dihydro-2H-isoquinolin-1-one trihydrochloride), O1CCC2=C1C(=CC=C2)C(=O)O (2,3-dihydrobenzofuran-7-carboxylic acid). The product is Cl.Cl.CN(C(=O)C1=CC=CC=2CCOC21)CCN(CC2=CC=NC=C2)CCCOC=2C=C1CCNC(C1=CC2)=O (2,3-dihydrobenzofuran-7-carboxylic acid methyl-(2-{[3-(1-oxo-1,2,3,4-tetrahydroisoquinolin-6-yloxy)propyl]pyridin-4-ylmethylamino}ethyl)amide dihydrochloride). Conditions: time 8 hour. Reported procedure: 1-(3-Dimethylaminopropyl)-3-ethylcarbodiimide hydrochloride (WSC) (144 mg), and 1-hydroxy benzotriazole (HOBt) (115 mg) were added to a DMF solution(5 ml) of 6-{3-[(2-methylaminoethyl)pyridin-4-ylmethylamino]propoxy}-3,4-dihydro-2H-isoquinolin-1-one trihydrochloride(234 mg), and 2,3-dihydrobenzofuran-7-carboxylic acid(123 mg). The mixture was stirred at room temperature overnight. Water was added to the reaction mixture, followed by extraction using ethyl acetate. The organic layer was washed wi... Solvent: C(C)(=O)OCC (ethyl acetate), O (Water), CN(C)C=O (DMF). Reactants: ClN1C(CCC1=O)=O (N-Chloro succinimide), ClCC=1N=C2N(C=CC=C2)C1 (2-(chloromethyl)imidazo[1,2-a]pyridine). Run in C(Cl)Cl (DCM), C(Cl)Cl (DCM). Conditions: time 2 hour. Yields the product ClC1=C(N=C2N1C=CC=C2)CCl (3-chloro-2-(chloromethyl)imidazo[1,2-a]pyridine). Yield: 90.4%. Reaction SMILES: [Cl:1]N1C(=O)CCC1=O.[Cl:9][CH2:10][C:11]1[N:12]=[C:13]2[CH:18]=[CH:17][CH:16]=[CH:15][N:14]2[CH:19]=1>C(Cl)Cl>[Cl:1][C:19]1[N:14]2[CH:15]=[CH:16][CH:17]=[CH:18][C:13]2=[N:12][C:11]=1[CH2:10][Cl:9]. Procedure details: N-Chloro succinimide (329 g, 2.46 mmol) was added to a solution of 2-(chloromethyl)imidazo[1,2-a]pyridine (450 mg, 2.2 mmol) in DCM (15 ml) at RT under an atmosphere of nitrogen. Stirring was continued for 2 h (reaction was monitored by TLC) upon which the reaction mixture was diluted with DCM and washed with water and brine solution. The organic layer was dried over sodium sulfate, filtered and concentrated under reduced pressure. The residue was purified by flash column chromatography using 10...